Task: describe an organic reaction: reactants, conditions, products, and yield. Dataset: the Open Reaction Database (ORD), a public repository of structured organic reaction records Starting materials: [Br-], C1CCOC1, CCCC[Mg+], Cl, O=C(O)c1ccc2ccccc2c1F, O. The product is CCCCc1c(C(=O)O)ccc2ccccc12. RXN SMILES: [Br-:1].[CH2:23]1[O:24][CH2:25][CH2:26][CH2:27]1.[CH2:2]([CH2:3][CH2:4][CH3:5])[Mg+:6].[ClH:22].[F:7][c:8]1[c:9]([C:18](=[O:19])[OH:20])[cH:10][cH:11][c:12]2[cH:13][cH:14][cH:15][cH:16][c:17]12.[OH2:21]>>[CH2:2]([CH2:3][CH2:4][CH3:5])[c:8]1[c:9]([C:18](=[O:19])[OH:20])[cH:10][cH:11][c:12]2[cH:13][cH:14][cH:15][cH:16][c:17]12.